Dataset: the Open Reaction Database (ORD), a public repository of structured organic reaction records. Task: describe an organic reaction: reactants, conditions, products, and yield Starting materials: C(C1=CC=CC=C1)OC=1C=C(C=CC1[N+](=O)[O-])C=CC=1N=C2N(C=CC(=C2)C)C1 (2-[2-(3-benzyloxy-4-nitrophenyl)vinyl]-7-methylimidazo[1,2-a]pyridine), P(=O)(Cl)(Cl)Cl (phosphorus oxychloride), CN(C=O)C (N,N-dimethylformamide), CN(C=O)C (N,N-dimethylformamide). Yields the product C(C1=CC=CC=C1)OC=1C=C(C=CC1[N+](=O)[O-])C=CC=1N=C2N(C=CC(=C2)C)C1C=O (2-[2-(3-benzyloxy-4-nitrophenyl)vinyl]-3-formyl-7-methylimidazo[1,2-a]pyridine). Reaction SMILES: [CH2:1]([O:8][C:9]1[CH:10]=[C:11]([CH:18]=[CH:19][C:20]2[N:21]=[C:22]3[CH:27]=[C:26]([CH3:28])[CH:25]=[CH:24][N:23]3[CH:29]=2)[CH:12]=[CH:13][C:14]=1[N+:15]([O-:17])=[O:16])[C:2]1[CH:7]=[CH:6][CH:5]=[CH:4][CH:3]=1.P(Cl)(Cl)(Cl)=O.CN(C)[CH:37]=[O:38]>>[CH2:1]([O:8][C:9]1[CH:10]=[C:11]([CH:18]=[CH:19][C:20]2[N:21]=[C:22]3[CH:27]=[C:26]([CH3:28])[CH:25]=[CH:24][N:23]3[C:29]=2[CH:37]=[O:38])[CH:12]=[CH:13][C:14]=1[N+:15]([O-:17])=[O:16])[C:2]1[CH:3]=[CH:4][CH:5]=[CH:6][CH:7]=1. Procedure details: A solution of 2-[2-(3-benzyloxy-4-nitrophenyl)vinyl]-7-methylimidazo[1,2-a]pyridine (9.00 g) in N,N-dimethylformamide (50 ml), was added dropwise to a solution of phosphorus oxychloride (6.36 ml) in N,N-dimethylformamide (90 ml) at ambient temperature with stirring. After the mixture was stirred for 6 hours, the solvent was evaporated in vacuo. The residue was mixed with water (200 ml) and dichloromethane (300 ml) and made basic with aqueous potassium carbonate. The resulting precipitate was col... Starting materials: CC(C(=O)NC=1C=NC(=CC1C1=C(C=CC=C1)C)N1CCSCC1)(C)C (2,2-dimethyl-N-(6-thiomorpholin-4-yl-4-o-tolyl-pyridin-3-yl)-propionamide). Solvent: Cl (hydrochloric acid). Conditions: temperature 110 celsius. The product is N1(CCSCC1)C1=CC(=C(C=N1)N)C1=C(C=CC=C1)C (6-Thiomorpholin-4-yl-4-o-tolyl-pyridin-3-ylamine). The yield is 95.3%. RXN SMILES: CC(C)(C)C([NH:5][C:6]1[CH:7]=[N:8][C:9]([N:19]2[CH2:24][CH2:23][S:22][CH2:21][CH2:20]2)=[CH:10][C:11]=1[C:12]1[CH:17]=[CH:16][CH:15]=[CH:14][C:13]=1[CH3:18])=O>Cl>[N:19]1([C:9]2[N:8]=[CH:7][C:6]([NH2:5])=[C:11]([C:12]3[CH:17]=[CH:16][CH:15]=[CH:14][C:13]=3[CH3:18])[CH:10]=2)[CH2:24][CH2:23][S:22][CH2:21][CH2:20]1. Procedure: A suspension of 3.45 g (9.3 mmol) 2,2-dimethyl-N-(6-thiomorpholin-4-yl-4-o-tolyl-pyridin-3-yl)-propionamide in 95 ml 3 N hydrochloric acid solution was heated under argon at 110° C. overnight. The reaction mixture was cooled to room temperature, washed with two 100-ml portions of diethyl ether and filtered over celite. The filtrate was diluted with 20 ml water and was adjusted to pH 11 by addition of 28% sodium hydroxide solution under ice cooling. The product was extracted with three 100-ml por... The reactants are CC(=O)O, CC(Cl)Cl, NC(Cc1ccccc1)(c1ccc(F)cc1)c1cc(F)cc(C(F)(F)F)c1, O=Cc1ccc(F)c(C(F)(F)F)c1. The product is Fc1ccc(C(Cc2ccccc2)(NCc2ccc(F)c(C(F)(F)F)c2)c2cc(F)cc(C(F)(F)F)c2)cc1. RXN SMILES: [CH3:41][C:42](=[O:43])[OH:44].[Cl:45][CH:46]([Cl:47])[CH3:48].[F:1][c:2]1[cH:3][c:4]([C:12]([CH2:13][c:14]2[cH:15][cH:16][cH:17][cH:18][cH:19]2)([NH2:20])[c:21]2[cH:22][cH:23][c:24]([F:27])[cH:25][cH:26]2)[cH:5][c:6]([C:8]([F:9])([F:10])[F:11])[cH:7]1.[F:28][c:29]1[c:30]([C:37]([F:38])([F:39])[F:40])[cH:31][c:32]([CH:33]=[O:34])[cH:35][cH:36]1>>[F:1][c:2]1[cH:3][c:4]([C:12]([CH2:13][c:14]2[cH:15][cH:16][cH:17][cH:18][cH:19]2)([NH:20][CH2:33][c:32]2[cH:31][c:30]([C:37]([F:38])([F:39])[F:40])[c:29]([F:28])[cH:36][cH:35]2)[c:21]2[cH:22][cH:23][c:24]([F:27])[cH:25][cH:26]2)[cH:5][c:6]([C:8]([F:9])([F:10])[F:11])[cH:7]1. The reactants are COCCCN, CCc1ccc(-c2nc(Cl)cc(Cl)n2)cc1. Yields the product CCc1ccc(-c2nc(Cl)cc(NCCCOC)n2)cc1. RXN SMILES: [CH3:17][O:18][CH2:19][CH2:20][CH2:21][NH2:22].[Cl:1][c:2]1[n:3][c:4](-[c:9]2[cH:10][cH:11][c:12]([CH2:15][CH3:16])[cH:13][cH:14]2)[n:5][c:6]([Cl:8])[cH:7]1>>[c:2]1([NH:22][CH2:21][CH2:20][CH2:19][O:18][CH3:17])[n:3][c:4](-[c:9]2[cH:10][cH:11][c:12]([CH2:15][CH3:16])[cH:13][cH:14]2)[n:5][c:6]([Cl:8])[cH:7]1. Starting materials: C1CCC2=CC=CC=C12 (indane), ClCCC(=O)Cl (3-chloropropionoyl chloride), [Cl-].[Al+3].[Cl-].[Cl-] (aluminum chloride). Solvent: C(Cl)Cl (methylene chloride). Product: ClCCC(=O)C=1C=C2CCCC2=CC1 (3-Chloro-1-indan-5-yl-propan-1-one). Yield: 53.2%. Reaction SMILES: [CH2:1]1[C:9]2[C:4](=[CH:5][CH:6]=[CH:7][CH:8]=2)[CH2:3][CH2:2]1.[Cl:10][CH2:11][CH2:12][C:13](Cl)=[O:14].[Cl-].[Al+3].[Cl-].[Cl-]>C(Cl)Cl>[Cl:10][CH2:11][CH2:12][C:13]([C:6]1[CH:5]=[C:4]2[C:9](=[CH:8][CH:7]=1)[CH2:1][CH2:2][CH2:3]2)=[O:14] |f:2.3.4.5|. Reported procedure: To a stirred solution of indane (300 grams) and 3-chloropropionoyl chloride (323 grams) in methylene chloride (2 L) at 0° C. was added aluminum chloride (376 grams) over a period of 3 hours. Once the addition was complete, the cooling bath was removed and the mixture was warmed to room temperature and stirred until hydrogen chloride evolution ceased. The reaction was quenched by pouring onto a mixture of 3.5 kg of ice and 700 mL of concentrated hydrochloric acid. The layers were separated, and t... The reactants are [OH-].[Na+] (sodium hydroxide), C(CCCCCCCCC)OC1=CC=C(C=C1)C1=CC=C(C=C1)C#N (4-decyloxy-4'-cyanobiphenyl), C(CO)O (ethylene glycol), Cl (hydrochloric acid). Yields the product C(CCCCCCCCC)OC1=CC=C(C=C1)C1=CC=C(C=C1)C(=O)O (4'-decyloxybiphenyl-4-carboxylic acid). RXN SMILES: [CH2:1]([O:11][C:12]1[CH:17]=[CH:16][C:15]([C:18]2[CH:23]=[CH:22]C(C#N)=[CH:20][CH:19]=2)=[CH:14][CH:13]=1)[CH2:2][CH2:3][CH2:4][CH2:5][CH2:6][CH2:7][CH2:8][CH2:9][CH3:10].[OH-:26].[Na+].Cl.[CH2:29]([OH:32])[CH2:30]O>>[CH2:1]([O:11][C:12]1[CH:17]=[CH:16][C:15]([C:18]2[CH:23]=[CH:22][C:30]([C:29]([OH:32])=[O:26])=[CH:20][CH:19]=2)=[CH:14][CH:13]=1)[CH2:2][CH2:3][CH2:4][CH2:5][CH2:6][CH2:7][CH2:8][CH2:9][CH3:10] |f:1.2|. Procedure: To 30 ml of methyl isobutyl ketone were added 3 g of 4-hydroxy-4'-cyanobiphenyl, 21.4 g of 1-bromodecane and 2.5 g of potassium carbonate, and the mixture was reacted under reflux for 30 hours. The reaction mixture was cooled and insoluble substances were removed by filtration. The filtrate was concentrated under a reduced pressure, ethanol was added to the residue and recrystallization was carried out to obtain 5 g of 4-decyloxy-4'-cyanobiphenyl. Thus, 4.1 g of this 4-decyloxy-4'-cyanobiphenyl ...